Dataset: the Open Reaction Database (ORD), a public repository of structured organic reaction records. Task: describe an organic reaction: reactants, conditions, products, and yield Starting materials: CC(C)(C)OC(=O)N1CCN(c2nc3ccccc3[nH]c2=O)CC1, C1CCOC1, CC(C)(C)[O-], CS(C)=O, CS(=O)(=O)OCCOc1cc(F)c(F)cc1F, CCOC(C)=O, [K+], O. Product: CC(C)(C)OC(=O)N1CCN(c2nc3ccccc3n(CCOc3cc(F)c(F)cc3F)c2=O)CC1. RXN SMILES: [C:7]([CH3:8])([CH3:9])([CH3:10])[O:11][C:12](=[O:13])[N:14]1[CH2:15][CH2:16][N:17]([c:20]2[n:21][c:22]3[cH:23][cH:24][cH:25][cH:26][c:27]3[nH:28][c:29]2=[O:30])[CH2:18][CH2:19]1.[CH2:52]1[O:53][CH2:54][CH2:55][CH2:56]1.[CH3:1][C:2]([CH3:3])([O-:4])[CH3:5].[CH3:31][S:32]([CH3:33])=[O:34].[CH3:35][S:36]([O:37][CH2:40][CH2:41][O:42][c:43]1[c:44]([F:51])[cH:45][c:46]([F:50])[c:47]([F:49])[cH:48]1)(=[O:38])=[O:39].[CH3:57][CH2:58][O:59][C:60]([CH3:61])=[O:62].[K+:6].[OH2:63]>>[C:7]([CH3:8])([CH3:9])([CH3:10])[O:11][C:12](=[O:13])[N:14]1[CH2:15][CH2:16][N:17]([c:20]2[n:21][c:22]3[cH:23][cH:24][cH:25][cH:26][c:27]3[n:28]([CH2:40][CH2:41][O:42][c:43]3[c:44]([F:51])[cH:45][c:46]([F:50])[c:47]([F:49])[cH:48]3)[c:29]2=[O:30])[CH2:18][CH2:19]1. The reactants are ClC1=CC=C(OC2=C(C=CC=C2)C2(CCN(CC2)C#N)C#N)C=C1 (4-[2-(4-chlorophenoxy)phenyl]-1,4-dicyanopiperidine), C(C)(=O)O (acetic acid). The solvent is C(Cl)Cl (methylene chloride), O (water). Reaction conditions: temperature 110 celsius, time 24 hour. Product: ClC1=CC=C(OC2=C(C=CC=C2)C2(CCNCC2)C#N)C=C1 (4-[2-(4-chlorophenoxy)phenyl]-4-cyanopiperidine). RXN SMILES: [Cl:1][C:2]1[CH:24]=[CH:23][C:5]([O:6][C:7]2[CH:12]=[CH:11][CH:10]=[CH:9][C:8]=2[C:13]2([C:21]#[N:22])[CH2:18][CH2:17][N:16](C#N)[CH2:15][CH2:14]2)=[CH:4][CH:3]=1.C(O)(=O)C>O.C(Cl)Cl>[Cl:1][C:2]1[CH:3]=[CH:4][C:5]([O:6][C:7]2[CH:12]=[CH:11][CH:10]=[CH:9][C:8]=2[C:13]2([C:21]#[N:22])[CH2:18][CH2:17][NH:16][CH2:15][CH2:14]2)=[CH:23][CH:24]=1. Procedure details: A mixture of 1.2 g of 4-[2-(4-chlorophenoxy)phenyl]-1,4-dicyanopiperidine, Example 23, and 15 ml of a glacial acetic acid-3 N hydrochloric acid (1:2) solution is stirred at 110° C. for 24 hours. Thereafter, the solution is diluted with 80 ml of water before being evaporated to dryness. The solid residue is made strongly basic with ammonium hydroxide and the alkaline solution is extracted with ether. The combined ether extracts are successively dried, filtered and concentrated to dryness, leaving... Starting materials: CO[Si](CCCN)(OC)OC ((3-(trimethoxysilyl)propyl)amine), C(C)(C)N=C=NC(C)C (diisopropylcarbodiimide), amine. The product is C(C)(C)NC(=NC(C)C)NCCC[Si](OC)(OC)OC (1,2-diisopropyl-3-(3-(trimethoxysilyl)propyl)guanidine). Reported procedure: A mixture of 11.74 g of (3-(trimethoxysilyl)propyl)amine (0.0654 mol) and of 9.9 g of diisopropylcarbodiimide (0.0785 mol, 20% excess) was heated for 6 h 30 min at 80° C. Analysis by GC then showed an amine conversion of greater than 97%. The final colorless mixture was evaporated to dryness at 100° C. under 2 mbar for 2 h to give 22.5 g of a colorless, low-viscosity liquid corresponding to the expected guanidine. As a reaction SMILES: [CH3:1][O:2][Si:3]([O:10][CH3:11])([O:8][CH3:9])[CH2:4][CH2:5][CH2:6][NH2:7].[CH:12]([N:15]=[C:16]=[N:17][CH:18]([CH3:20])[CH3:19])([CH3:14])[CH3:13]>>[CH:18]([NH:17][C:16]([NH:7][CH2:6][CH2:5][CH2:4][Si:3]([O:8][CH3:9])([O:10][CH3:11])[O:2][CH3:1])=[N:15][CH:12]([CH3:14])[CH3:13])([CH3:20])[CH3:19]. The reactants are FC=1C=C(C=C(C1[Si](C)(C)C)F)NC(=O)[C@H]1C=2C=CC(=NC2CCN1C(=O)[C@@H]1[C@H](C1)CC(=O)OCC1=CC=CC=C1)OC (benzyl 2-((1R,2S)-2-((R)-5-((3,5-difluoro-4-(trimethylsilyl)phenyl)carbamoyl)-2-methoxy-5,6,7,8-tetrahydro-1,6-naphthyridine-6-carbonyl)cyclopropyl)acetate). The reagents and catalysts are [C].[Pd] (palladium-carbon). The solvent is CO (MeOH). Run at time 2 hour. Product: FC=1C=C(C=C(C1[Si](C)(C)C)F)NC(=O)[C@H]1C=2C=CC(=NC2CCN1C(=O)C1C(C1)CC(=O)O)OC ((2-(((5R)-5-((3,5-difluoro-4-(trimethylsilyl)phenyl)carbamoyl)-2-methoxy-7,8-dihydro-1,6-naphthyridin-6(5H)-yl)carbonyl)cyclopropyl)acetic acid). The yield is 75.0%. As a reaction SMILES: [F:1][C:2]1[CH:3]=[C:4]([NH:13][C:14]([C@@H:16]2[N:25]([C:26]([C@H:28]3[CH2:30][C@@H:29]3[CH2:31][C:32]([O:34]CC3C=CC=CC=3)=[O:33])=[O:27])[CH2:24][CH2:23][C:22]3[N:21]=[C:20]([O:42][CH3:43])[CH:19]=[CH:18][C:17]2=3)=[O:15])[CH:5]=[C:6]([F:12])[C:7]=1[Si:8]([CH3:11])([CH3:10])[CH3:9]>CO.[C].[Pd]>[F:1][C:2]1[CH:3]=[C:4]([NH:13][C:14]([C@@H:16]2[N:25]([C:26]([CH:28]3[CH2:30][CH:29]3[CH2:31][C:32]([OH:34])=[O:33])=[O:27])[CH2:24][CH2:23][C:22]3[N:21]=[C:20]([O:42][CH3:43])[CH:19]=[CH:18][C:17]2=3)=[O:15])[CH:5]=[C:6]([F:12])[C:7]=1[Si:8]([CH3:11])([CH3:9])[CH3:10] |f:2.3|. Procedure: A mixture of benzyl 2-((1R,2S)-2-((R)-5-((3,5-difluoro-4-(trimethylsilyl)phenyl)carbamoyl)-2-methoxy-5,6,7,8-tetrahydro-1,6-naphthyridine-6-carbonyl)cyclopropyl)acetate (46 mg, 0.08 mmol) and 10% palladium-carbon (8.06 mg, 0.08 mmol, 50%, wet) in MeOH (15 mL) was stirred at room temperature for 2 hr under hydrogen atmosphere (1 atm). The catalyst was removed by filtration, and the filtrate was concentrated under reduced pressure. The obtained residue was purified by silica gel column chromatogra...